From a dataset of the Open Reaction Database (ORD), a public repository of structured organic reaction records. describe an organic reaction: reactants, conditions, products, and yield The reactants are C(C)(C)(C)OC(=O)N1CCC(CC1)OC1=CC(=C(C=C1)CC(=O)OC)OCC(F)(F)F (methyl 4-(N-tert-butyloxycarbonyl-4-piperidinyloxy)-2-(2,2,2-trifluoroethoxy)phenylacetate), [OH-].[Na+] (NaOH), solution. Solvent: CO (MeOH). Product: C(C)(C)(C)OC(=O)N1CCC(CC1)OC1=CC(=C(C=C1)CC(=O)O)OCC(F)(F)F (4-(N-tert-butyloxycarbonyl-4-piperidinyloxy)-2-(2,2,2-trifluoroethoxy)phenylacetic acid). Reaction SMILES: [C:1]([O:5][C:6]([N:8]1[CH2:13][CH2:12][CH:11]([O:14][C:15]2[CH:20]=[CH:19][C:18]([CH2:21][C:22]([O:24]C)=[O:23])=[C:17]([O:26][CH2:27][C:28]([F:31])([F:30])[F:29])[CH:16]=2)[CH2:10][CH2:9]1)=[O:7])([CH3:4])([CH3:3])[CH3:2].[OH-].[Na+]>CO>[C:1]([O:5][C:6]([N:8]1[CH2:13][CH2:12][CH:11]([O:14][C:15]2[CH:20]=[CH:19][C:18]([CH2:21][C:22]([OH:24])=[O:23])=[C:17]([O:26][CH2:27][C:28]([F:31])([F:29])[F:30])[CH:16]=2)[CH2:10][CH2:9]1)=[O:7])([CH3:4])([CH3:2])[CH3:3] |f:1.2|. Procedure details: To a stirred solution of methyl 4-(N-tert-butyloxycarbonyl-4-piperidinyloxy)-2-(2,2,2-trifluoroethoxy)phenylacetate (3.0 g, MW=435, 6.90 mmol) from Step 7 above in MeOH (25 mL) was added a solution of aqueous NaOH (6.9 mL of a 2.0 N solution, 13.8 mmol). The mixture was refluxed for 3 h and then cooled to ambient temperature. The solvents were removed under reduced pressure and the residue was partitioned between EtOAc (100 mL) and 0.25 M aqueous citric acid (75 mL). The organic phase was separa... Reaction SMILES: [CH2:1]([O:8][C:9]1[CH:10]=[C:11]([C:15]2[C:23]3[C:22]([NH2:24])=[N:21][CH:20]=[N:19][C:18]=3[NH:17][C:16]=2[CH2:25][CH3:26])[CH:12]=[CH:13][CH:14]=1)[C:2]1[CH:7]=[CH:6][CH:5]=[CH:4][CH:3]=1.C(=O)([O-])[O-].[K+].[K+].C1OCCOCCOCCOCCOCCOC1.[CH3:51][O:52][C:53]([CH:55]1[CH2:58][CH:57](OS(C)(=O)=O)[CH2:56]1)=[O:54]>CN(C)C=O>[CH3:51][O:52][C:53]([C@H:55]1[CH2:58][C@H:57]([N:17]2[C:18]3[N:19]=[CH:20][N:21]=[C:22]([NH2:24])[C:23]=3[C:15]([C:11]3[CH:12]=[CH:13][CH:14]=[C:9]([O:8][CH2:1][C:2]4[CH:7]=[CH:6][CH:5]=[CH:4][CH:3]=4)[CH:10]=3)=[C:16]2[CH2:25][CH3:26])[CH2:56]1)=[O:54] |f:1.2.3|. Run at temperature 80 celsius, time 15 minute. Procedure details: A mixture of 1.26 g (2.74 mmol) 5-(3-benzyloxy-phenyl)-6-ethyl-7H-pyrrolo[2,3-d]pyrimidin-4-ylamine, 1.53 g (10.9 mmol) of powdered potassium carbonate and 2.92 g (10.9 mmol) 18-crown-6 ether in 12 ml dry N,N-dimethylformamide is stirred for 15 min at 80° C. 1.7 g (8.2 mmol) of 3-Methanesulfonyloxy-cyclobutanecarboxylic acid methyl ester, dissolved in 9 ml dry N,N-dimethylformamide, is added dropwise in 15 min. After stirring for 42 h at 80° C., work-up is effected by filtering the reaction mixt... Run in CN(C=O)C (N,N-dimethylformamide), CN(C=O)C (N,N-dimethylformamide). The product is COC(=O)[C@@H]1C[C@H](C1)N1C(=C(C2=C1N=CN=C2N)C2=CC(=CC=C2)OCC2=CC=CC=C2)CC (trans-3-[4-Amino-5-(3-benzyloxy-phenyl)-6-ethyl-pyrrolo[2,3-d]pyrimidin-7-yl]-cyclobutanecarboxylic acid methyl ester). Starting materials: COC(=O)C1CC(C1)OS(=O)(=O)C (3-Methanesulfonyloxy-cyclobutanecarboxylic acid methyl ester), C(C1=CC=CC=C1)OC=1C=C(C=CC1)C1=C(NC=2N=CN=C(C21)N)CC (5-(3-benzyloxy-phenyl)-6-ethyl-7H-pyrrolo[2,3-d]pyrimidin-4-ylamine), C([O-])([O-])=O.[K+].[K+] (potassium carbonate), C1COCCOCCOCCOCCOCCO1 (18-crown-6 ether). The reactants are azodicarbonylpiperidine, OC=1C=C(C(=O)N(C)OC)C=CC1 (3-hydroxy-N-methoxy-N-methylbenzamide), C1=CC(=CC=C1CO)Cl (4-chlorobenzylic alcohol), C(CCC)P(CCCC)CCCC (tributylphosphine). Solvent: O1CCCC1 (tetrahydrofurane). Run at time 8 hour. The product is ClC1=CC=C(COC=2C=C(C(=O)N(C)OC)C=CC2)C=C1 (3-(4′-chlorobenzyloxy)-N-methoxy-N-methylbenzamide). Yield: 91.6%. As a reaction SMILES: [OH:1][C:2]1[CH:3]=[C:4]([CH:11]=[CH:12][CH:13]=1)[C:5]([N:7]([O:9][CH3:10])[CH3:8])=[O:6].[CH:14]1[C:19]([CH2:20]O)=[CH:18][CH:17]=[C:16]([Cl:22])[CH:15]=1.C(P(CCCC)CCCC)CCC>O1CCCC1>[Cl:22][C:16]1[CH:17]=[CH:18][C:19]([CH2:20][O:1][C:2]2[CH:3]=[C:4]([CH:11]=[CH:12][CH:13]=2)[C:5]([N:7]([O:9][CH3:10])[CH3:8])=[O:6])=[CH:14][CH:15]=1. Reported procedure: 1.81 g (10.0 mmol) B5, 1.57 g (11.0 mmol) 4-chlorobenzylic alcohol and 3.03 g (15.0 mmol) tributylphosphine were dissolved in 100 ml tetrahydrofurane and 3.78 g (15.0 mmol) azodicarbonylpiperidine was added at 10° C. The mixture was stirred at room temperature overnight. After removal of the precipitate, the mother liquor was evaporated to dryness and the residue was taken up with ethyl acetate. After filtration and washing with aqueous sodium hydrogen carbonate, 2 N HCl and water, the organic p... Starting materials: C1CCOC1, COC(=O)c1nc(-c2ccccc2)ncc1NC(=O)OCc1cc2cc(-c3ccccc3)ccc2o1, Cl, [Li+], [OH-], O, O. Yields the product O=C(Nc1cnc(-c2ccccc2)nc1C(=O)O)OCc1cc2cc(-c3ccccc3)ccc2o1. RXN SMILES: [CH2:41]1[O:42][CH2:43][CH2:44][CH2:45]1.[CH3:1][O:2][C:3](=[O:4])[c:5]1[n:6][c:7](-[c:31]2[cH:32][cH:33][cH:34][cH:35][cH:36]2)[n:8][cH:9][c:10]1[NH:11][C:12](=[O:13])[O:14][CH2:15][c:16]1[o:17][c:18]2[c:19]([cH:20]1)[cH:21][c:22](-[c:25]1[cH:26][cH:27][cH:28][cH:29][cH:30]1)[cH:23][cH:24]2.[ClH:40].[Li+:39].[OH-:38].[OH2:37].[OH2:46]>>[O:2]=[C:3]([OH:4])[c:5]1[n:6][c:7](-[c:31]2[cH:32][cH:33][cH:34][cH:35][cH:36]2)[n:8][cH:9][c:10]1[NH:11][C:12](=[O:13])[O:14][CH2:15][c:16]1[o:17][c:18]2[c:19]([cH:20]1)[cH:21][c:22](-[c:25]1[cH:26][cH:27][cH:28][cH:29][cH:30]1)[cH:23][cH:24]2. The reactants are C(C)(C)C1=CC=C(CCOC2=CC=C(C=C2)NC(=O)Cl)C=C1 (4-(4-isopropylphenethyloxy)phenylcarbamyl chloride), N1=CC=CC=C1 (pyridine), ice water, CNOC (N,O-dimethylhydroxylamine). Solvent: C1(=CC=CC=C1)C (toluene), C1(=CC=CC=C1)C (toluene). Product: C(C)(C)C1=CC=C(CCOC2=CC=C(C=C2)NC(N(C)OC)=O)C=C1 (N'-[4-(4-isopropylphenethyloxy)phenyl]-N-methoxy-N-methylurea). Isolated yield 42.0%. As a reaction SMILES: [CH:1]([C:4]1[CH:22]=[CH:21][C:7]([CH2:8][CH2:9][O:10][C:11]2[CH:16]=[CH:15][C:14]([NH:17][C:18](Cl)=[O:19])=[CH:13][CH:12]=2)=[CH:6][CH:5]=1)([CH3:3])[CH3:2].N1C=CC=CC=1.[CH3:29][NH:30][O:31][CH3:32]>C1(C)C=CC=CC=1>[CH:1]([C:4]1[CH:22]=[CH:21][C:7]([CH2:8][CH2:9][O:10][C:11]2[CH:16]=[CH:15][C:14]([NH:17][C:18](=[O:19])[N:30]([O:31][CH3:32])[CH3:29])=[CH:13][CH:12]=2)=[CH:6][CH:5]=1)([CH3:3])[CH3:2]. Reported procedure: Into a solution of 10.6 g of 4-(4-isopropylphenethyloxy)phenylcarbamyl chloride in 200 ml of toluene are added 4 ml of pyridine and a solution of 2.5 g of N,O-dimethylhydroxylamine in 50 ml of toluene at a temperature below 20° C. The mixture is heated under reflux for 4 hours. The reaction mixture is then poured into ice water, and the separated organic layer is washed with dilute hydrochloric acid, thoroughly washed with water and dried over anhydrous sodium sulfate. The solvent is removed und... The reactants are C1CCOC1, O=[N+]([O-])c1cccc(COc2ccc(-c3ccc(F)cc3F)cc2)c1, O=C1CCC(=O)O1. Reaction SMILES: [CH2:33]1[O:34][CH2:35][CH2:36][CH2:37]1.[F:1][c:2]1[c:3](-[c:9]2[cH:10][cH:11][c:12]([O:15][CH2:16][c:17]3[cH:18][c:19]([N+:23]([O-:24])=[O:25])[cH:20][cH:21][cH:22]3)[cH:13][cH:14]2)[cH:4][cH:5][c:6]([F:8])[cH:7]1.[O:26]=[C:27]1[CH2:28][CH2:29][C:30](=[O:31])[O:32]1>>[F:1][c:2]1[c:3](-[c:9]2[cH:10][cH:11][c:12]([O:15][CH2:16][c:17]3[cH:18][c:19]([NH:23][C:30]([CH2:29][CH2:28][C:27](=[O:26])[OH:32])=[O:31])[cH:20][cH:21][cH:22]3)[cH:13][cH:14]2)[cH:4][cH:5][c:6]([F:8])[cH:7]1. Yields the product O=C(O)CCC(=O)Nc1cccc(COc2ccc(-c3ccc(F)cc3F)cc2)c1.